Task: describe an organic reaction: reactants, conditions, products, and yield. Dataset: the Open Reaction Database (ORD), a public repository of structured organic reaction records The reactants are O (Water), C1(=CC=CC=C1)P(C1=CC=CC=C1)C1=CC=CC=C1 (triphenylphosphine), BrN1C(CCC1=O)=O (N-bromosuccinimide), FC(C=1C=C(C=C(C1)C(F)(F)F)CCCO)(F)F (3-[3,5-bis(trifluoromethyl)phenyl]-1-propanol). Run in C(Cl)Cl (methylene chloride). The product is BrCCCC1=CC(=CC(=C1)C(F)(F)F)C(F)(F)F (1-(3-bromopropyl)-3,5-bis(trifluoromethyl)benzene). The yield is 76.3%. As a reaction SMILES: [F:1][C:2]([F:18])([F:17])[C:3]1[CH:4]=[C:5]([CH2:13][CH2:14][CH2:15]O)[CH:6]=[C:7]([C:9]([F:12])([F:11])[F:10])[CH:8]=1.C1(P(C2C=CC=CC=2)C2C=CC=CC=2)C=CC=CC=1.[Br:38]N1C(=O)CCC1=O.O>C(Cl)Cl>[Br:38][CH2:15][CH2:14][CH2:13][C:5]1[CH:4]=[C:3]([C:2]([F:18])([F:17])[F:1])[CH:8]=[C:7]([C:9]([F:12])([F:11])[F:10])[CH:6]=1. Reported procedure: Compound 50-2 (3.48 g) was dissolved in methylene chloride (45 ml), triphenylphosphine (3.73 g) and N-bromosuccinimide (2.5 g) were added under ice-cooling, and the mixture was stirred under ice-cooling for 1.5 hr. Water was added to the reaction mixture, and the mixture was extracted with methylene chloride, washed with saturated brine, and dried over anhydrous sodium sulfate. The solvent was evaporated under reduced pressure. Diethyl ether was added, and the precipitated triphenylphosphine oxi... Reactants: CCCCC1CCN(CCCO)CC1, C1CCOC1, Cc1ccc(C(C)C)c2oc(=O)[nH]c12, CCOC(=O)N=NC(=O)OCC, c1ccc(P(c2ccccc2)c2ccccc2)cc1. The product is CCCCC1CCN(CCCn2c(=O)oc3c(C(C)C)ccc(C)c32)CC1. Reaction SMILES: [CH2:15]([CH2:16][CH2:17][CH3:18])[CH:19]1[CH2:20][CH2:21][N:22]([CH2:25][CH2:26][CH2:27][OH:28])[CH2:23][CH2:24]1.[CH2:60]1[O:61][CH2:62][CH2:63][CH2:64]1.[CH3:1][c:2]1[cH:3][cH:4][c:5]([CH:12]([CH3:13])[CH3:14])[c:6]2[c:7]1[nH:8][c:9](=[O:11])[o:10]2.[O:29]=[C:30]([O:31][CH2:32][CH3:33])[N:34]=[N:35][C:36]([O:37][CH2:38][CH3:39])=[O:40].[c:41]1([P:42]([c:43]2[cH:44][cH:45][cH:46][cH:47][cH:48]2)[c:49]2[cH:50][cH:51][cH:52][cH:53][cH:54]2)[cH:55][cH:56][cH:57][cH:58][cH:59]1>>[CH3:1][c:2]1[cH:3][cH:4][c:5]([CH:12]([CH3:13])[CH3:14])[c:6]2[c:7]1[n:8]([CH2:27][CH2:26][CH2:25][N:22]1[CH2:21][CH2:20][CH:19]([CH2:15][CH2:16][CH2:17][CH3:18])[CH2:24][CH2:23]1)[c:9](=[O:11])[o:10]2. Product: CCCCCCCCON1C(C)(C)CC(OCC2CO2)CC1(C)C. As a reaction SMILES: [CH3:23][S:24](=[O:25])[CH3:26].[Cl:27][CH2:28][CH:29]1[CH2:30][O:31]1.[H-:21].[Na+:22].[O:32]1[CH2:33][CH2:34][CH2:35][CH2:36]1.[OH:1][CH:2]1[CH2:3][C:4]([CH3:19])([CH3:20])[N:5]([O:10][CH2:11][CH2:12][CH2:13][CH2:14][CH2:15][CH2:16][CH2:17][CH3:18])[C:6]([CH3:8])([CH3:9])[CH2:7]1>>[O:1]([CH:2]1[CH2:3][C:4]([CH3:19])([CH3:20])[N:5]([O:10][CH2:11][CH2:12][CH2:13][CH2:14][CH2:15][CH2:16][CH2:17][CH3:18])[C:6]([CH3:8])([CH3:9])[CH2:7]1)[CH2:28][CH:29]1[CH2:30][O:31]1. Starting materials: CS(C)=O, ClCC1CO1, [H-], [Na+], C1CCOC1, CCCCCCCCON1C(C)(C)CC(O)CC1(C)C. Starting materials: CCC(CC)(c1ccc(CCC(O)C(C)(C)C)c(C)c1)c1ccc(-c2ccc(CC(=O)OC)cc2)c(C)c1, CO, Cl, [Na+], [OH-]. Product: CCC(CC)(c1ccc(CCC(O)C(C)(C)C)c(C)c1)c1ccc(-c2ccc(CC(=O)O)cc2)c(C)c1. RXN SMILES: [CH3:3][O:4][C:5]([CH2:6][c:7]1[cH:8][cH:9][c:10](-[c:13]2[c:14]([CH3:39])[cH:15][c:16]([C:19]([CH2:20][CH3:21])([c:22]3[cH:23][c:24]([CH3:36])[c:25]([CH2:28][CH2:29][CH:30]([C:31]([CH3:32])([CH3:33])[CH3:34])[OH:35])[cH:26][cH:27]3)[CH2:37][CH3:38])[cH:17][cH:18]2)[cH:11][cH:12]1)=[O:40].[CH3:42][OH:43].[ClH:41].[Na+:2].[OH-:1]>>[O:4]=[C:5]([CH2:6][c:7]1[cH:8][cH:9][c:10](-[c:13]2[c:14]([CH3:39])[cH:15][c:16]([C:19]([CH2:20][CH3:21])([c:22]3[cH:23][c:24]([CH3:36])[c:25]([CH2:28][CH2:29][CH:30]([C:31]([CH3:32])([CH3:33])[CH3:34])[OH:35])[cH:26][cH:27]3)[CH2:37][CH3:38])[cH:17][cH:18]2)[cH:11][cH:12]1)[OH:40]. Reactants: CCI, Oc1cc(Br)ccc1Cl, [K+], [K+], O=C([O-])[O-], CN(C)C=O. The product is CCOc1cc(Br)ccc1Cl. As a reaction SMILES: [CH2:16]([CH3:17])[I:18].[Cl:1][c:2]1[c:3]([OH:9])[cH:4][c:5]([Br:8])[cH:6][cH:7]1.[K+:10].[K+:11].[O-:12][C:13]([O-:14])=[O:15].[O:19]=[CH:20][N:21]([CH3:22])[CH3:23]>>[Cl:1][c:2]1[c:3]([O:9][CH2:16][CH3:17])[cH:4][c:5]([Br:8])[cH:6][cH:7]1. Reactants: CCN1CCCC1NC, C1CCOC1, Cl, Cl, CCCCc1nnc(C(=O)NCC2CNCCO2)cc1-c1ccc(OC2CCCCC2)cc1, c1ccncc1. Yields the product CCCCc1nnc(C(=O)NCC2CCCN2CC)cc1-c1ccc(OC2CCCCC2)cc1. RXN SMILES: [CH2:42]([CH3:43])[N:44]1[CH:45]([NH:49][CH3:50])[CH2:46][CH2:47][CH2:48]1.[CH2:51]1[O:52][CH2:53][CH2:54][CH2:55]1.[ClH:1].[ClH:2].[O:3]1[CH2:4][CH2:5][NH:6][CH2:7][CH:8]1[CH2:9][NH:10][C:11](=[O:12])[c:13]1[n:14][n:15][c:16]([CH2:32][CH2:33][CH2:34][CH3:35])[c:17](-[c:19]2[cH:20][cH:21][c:22]([O:25][CH:26]3[CH2:27][CH2:28][CH2:29][CH2:30][CH2:31]3)[cH:23][cH:24]2)[cH:18]1.[cH:36]1[cH:37][cH:38][n:39][cH:40][cH:41]1>>[CH2:9]([NH:10][C:11](=[O:12])[c:13]1[n:14][n:15][c:16]([CH2:32][CH2:33][CH2:34][CH3:35])[c:17](-[c:19]2[cH:20][cH:21][c:22]([O:25][CH:26]3[CH2:27][CH2:28][CH2:29][CH2:30][CH2:31]3)[cH:23][cH:24]2)[cH:18]1)[CH:45]1[N:44]([CH2:42][CH3:43])[CH2:48][CH2:47][CH2:46]1.